This data is from the Open Reaction Database (ORD), a public repository of structured organic reaction records. The task is: describe an organic reaction: reactants, conditions, products, and yield Starting materials: [N+](=O)([O-])C1=C2C=CNC2=CC=C1 (4-nitroindole), C(C)[Mg]Br (ethylmagnesium bromide), CC1(C(C1(C)C)C(=O)Cl)C (2,2,3,3-tetramethylcyclopropanecarbonyl chloride). Reagents/catalysts: [Cl-].[Zn+2].[Cl-] (zinc chloride). Run in ClCCl (dichloromethane). Product: [N+](=O)([O-])C1=C2C(=CNC2=CC=C1)C(=O)C1C(C1(C)C)(C)C ((4-Nitro-1H-indol-3-yl)-(2,2,3,3-tetramethyl-cyclopropyl)-methanone). The yield is 8.5%. As a reaction SMILES: [N+:1]([C:4]1[CH:12]=[CH:11][CH:10]=[C:9]2[C:5]=1[CH:6]=[CH:7][NH:8]2)([O-:3])=[O:2].C([Mg]Br)C.[CH3:17][C:18]1([CH3:26])[C:20]([CH3:22])([CH3:21])[CH:19]1[C:23](Cl)=[O:24]>ClCCl.[Cl-].[Zn+2].[Cl-]>[N+:1]([C:4]1[CH:12]=[CH:11][CH:10]=[C:9]2[C:5]=1[C:6]([C:23]([CH:19]1[C:20]([CH3:22])([CH3:21])[C:18]1([CH3:26])[CH3:17])=[O:24])=[CH:7][NH:8]2)([O-:3])=[O:2] |f:4.5.6|. Procedure details: A mixture of 4-nitroindole (1.0 g, 6.2 mmol), ethylmagnesium bromide (1.0 M in THF, 6.8 mL, 6.8 mmol), zinc chloride (1.0 M solution in Et2O, 6.8 mL, 6.8 mmol) and the product of Example 1A (6.8 mmol) in 15 mL of dichloromethane was processed as described in Example 1B to provide the title compound (0.15 g, 0.53 mmol, 8% yield). MS (DCI/NH3) m/z 287 (M+H)+. Reactants: CC1(C)CC(c2ccc(N)c(Br)n2)CC(C)(C)O1, O=C([O-])[O-], CC1(C)CC=C(B2OC(C)(C)C(C)(C)O2)CC1, COCCOC, [Cl-], [Li+], [Na+], [Na+], c1ccc(P(c2ccccc2)(c2ccccc2)[Pd](P(c2ccccc2)(c2ccccc2)c2ccccc2)(P(c2ccccc2)(c2ccccc2)c2ccccc2)P(c2ccccc2)(c2ccccc2)c2ccccc2)cc1. Yields the product CC1(C)CC=C(c2nc(C3CC(C)(C)OC(C)(C)C3)ccc2N)CC1. Reaction SMILES: [Br:1][c:2]1[n:3][c:4]([CH:9]2[CH2:10][C:11]([CH3:17])([CH3:18])[O:12][C:13]([CH3:15])([CH3:16])[CH2:14]2)[cH:5][cH:6][c:7]1[NH2:8].[C:19](=[O:20])([O-:21])[O-:22].[CH3:27][C:28]1([CH3:43])[CH2:29][CH:30]=[C:31]([B:34]2[O:35][C:36]([CH3:37])([CH3:38])[C:39]([CH3:40])([CH3:41])[O:42]2)[CH2:32][CH2:33]1.[CH3:44][O:45][CH2:46][CH2:47][O:48][CH3:49].[Cl-:25].[Li+:26].[Na+:23].[Na+:24].[cH:50]1[cH:51][cH:52][c:53]([P:54]([Pd:55]([P:56]([c:57]2[cH:58][cH:59][cH:60][cH:61][cH:62]2)([c:63]2[cH:64][cH:65][cH:66][cH:67][cH:68]2)[c:69]2[cH:70][cH:71][cH:72][cH:73][cH:74]2)([P:75]([c:76]2[cH:77][cH:78][cH:79][cH:80][cH:81]2)([c:82]2[cH:83][cH:84][cH:85][cH:86][cH:87]2)[c:88]2[cH:89][cH:90][cH:91][cH:92][cH:93]2)[P:94]([c:95]2[cH:96][cH:97][cH:98][cH:99][cH:100]2)([c:101]2[cH:102][cH:103][cH:104][cH:105][cH:106]2)[c:107]2[cH:108][cH:109][cH:110][cH:111][cH:112]2)([c:113]2[cH:114][cH:115][cH:116][cH:117][cH:118]2)[c:119]2[cH:120][cH:121][cH:122][cH:123][cH:124]2)[cH:125][cH:126]1>>[c:2]1([C:31]2=[CH:30][CH2:29][C:28]([CH3:27])([CH3:43])[CH2:33][CH2:32]2)[n:3][c:4]([CH:9]2[CH2:10][C:11]([CH3:17])([CH3:18])[O:12][C:13]([CH3:15])([CH3:16])[CH2:14]2)[cH:5][cH:6][c:7]1[NH2:8]. The reactants are BrC1=CC=C(C=C1)C(C1=CC=C(C=C1)O)=C1CCCCCCC1 (4-[(4-bromophenyl)(cyclooctylidene)methyl]phenol), C(#N)C1=CC=C(C=C1)B(O)O ((4-cyanophenyl)boronic acid), C(=O)([O-])[O-].[Na+].[Na+] (Na2CO3), CS(=O)(=O)C1=CC=C(C=C1)C1=CC=C(C=C1)C(C1=CC=C(C=C1)O)=C1CC(CC(C1)(C)C)(C)C (4-[[4′-(Methylsulfonyl)-4-biphenylyl](3,3,5,5-tetramethylcyclohexylidene)methyl]phenol). The reagents and catalysts are Cl[Pd]([P](C1=CC=CC=C1)(C2=CC=CC=C2)C3=CC=CC=C3)([P](C4=CC=CC=C4)(C5=CC=CC=C5)C6=CC=CC=C6)Cl (PdCl2(PPh3)2). Run in C1CCOC1 (THF), O (H2O). Yields the product C1(CCCCCCC1)=C(C1=CC=C(C=C1)C1=CC=C(C=C1)C#N)C1=CC=C(C=C1)O (4′-[cyclooctylidene(4-hydroxyphenyl)methyl]-4-biphenylcarbonitrile). Isolated yield 75.5%. RXN SMILES: CS(C1C=CC(C2C=CC(C(=C3CC(C)(C)CC(C)(C)C3)C3C=CC(O)=CC=3)=CC=2)=CC=1)(=O)=O.Br[C:36]1[CH:41]=[CH:40][C:39]([C:42](=[C:50]2[CH2:57][CH2:56][CH2:55][CH2:54][CH2:53][CH2:52][CH2:51]2)[C:43]2[CH:48]=[CH:47][C:46]([OH:49])=[CH:45][CH:44]=2)=[CH:38][CH:37]=1.[C:58]([C:60]1[CH:65]=[CH:64][C:63](B(O)O)=[CH:62][CH:61]=1)#[N:59].C([O-])([O-])=O.[Na+].[Na+]>Cl[Pd](Cl)([P](C1C=CC=CC=1)(C1C=CC=CC=1)C1C=CC=CC=1)[P](C1C=CC=CC=1)(C1C=CC=CC=1)C1C=CC=CC=1.O.C1COCC1>[C:50]1(=[C:42]([C:43]2[CH:48]=[CH:47][C:46]([OH:49])=[CH:45][CH:44]=2)[C:39]2[CH:38]=[CH:37][C:36]([C:63]3[CH:64]=[CH:65][C:60]([C:58]#[N:59])=[CH:61][CH:62]=3)=[CH:41][CH:40]=2)[CH2:51][CH2:52][CH2:53][CH2:54][CH2:55][CH2:56][CH2:57]1 |f:3.4.5,^1:77,96|. Reported procedure: The Suzuki protocol described for (163) was employed. A round-bottomed flask was charged with 4-[(4-bromophenyl)(cyclooctylidene)methyl]phenol (49) (0.140 g, 0.37 mmol), PdCl2(PPh3)2 (0.027 g, 0.05 mmol), (4-cyanophenyl)boronic acid (0.109 g, 1.0 mmol), aqueous 2 M Na2CO3 (0.7 mL, 0.74 mL, 0.079 g, 1.0 mmol) solution, and 4:1 THF:H2O mixture (5 mL) under a nitrogen atmosphere. The reaction mixture was refluxed for 6 h. Upon regular work-up and purification gave 0.110 g (76%) of the title compoun... Starting materials: C(C)(=O)OCC (ethyl acetate), [Si](C)(C)(C(C)(C)C)O[Si](C)(C)C(C)(C)C (t-butyldimethylsilyl ether), CCCCCC (hexane). Yields the product C(=O)(O)CCCCCO (5-carboxypentanol). The yield is 67.0%. RXN SMILES: [C:1]([O:4]CC)(=[O:3])[CH3:2].[Si]([O:14][Si](C(C)(C)C)(C)C)(C(C)(C)C)(C)C.[CH3:22][CH2:23][CH2:24][CH2:25]CC>>[C:1]([CH2:2][CH2:22][CH2:23][CH2:24][CH2:25][OH:14])([OH:4])=[O:3]. Procedure details: The above solid is suspended in 300 ml of dimethylformamide under a nitrogen atmosphere, cooled to 0° C., treated with 35 g (510 mmol) of imidazole, stirred for 15 min at 0° C. and 15 min at ambient temperature, coold to 0° C. and treated with 39 g (260 mmol) of t-butyldimethylsilylchloride. The resulting solution is then allowed to warm to ambient temperature under a nitrogen atmosphere. After 26 hr, the resulting solution is treated with 8 g of sodium hydroxide in 40 ml of water and 40 ml of m... RXN SMILES: [C:26]([BH3-:27])#[N:28].[C:31](=[O:32])([OH:33])[O-:34].[CH3:36][OH:37].[CH:17]([CH2:18][CH2:19][CH2:20][CH2:21][CH2:22][CH2:23][CH3:24])=[O:25].[ClH:1].[ClH:30].[NH2:2][CH:3]1[CH:4]([OH:16])[c:5]2[cH:6][c:7]([O:14][CH3:15])[c:8]([O:12][CH3:13])[cH:9][c:10]2[CH2:11]1.[Na+:29].[Na+:35]>>[NH:2]([CH:3]1[CH:4]([OH:16])[c:5]2[cH:6][c:7]([O:14][CH3:15])[c:8]([O:12][CH3:13])[cH:9][c:10]2[CH2:11]1)[CH2:17][CH2:18][CH2:19][CH2:20][CH2:21][CH2:22][CH2:23][CH3:24]. Yields the product CCCCCCCCNC1Cc2cc(OC)c(OC)cc2C1O. The reactants are [BH3-]C#N, O=C([O-])O, CO, CCCCCCCC=O, Cl, Cl, COc1cc2c(cc1OC)C(O)C(N)C2, [Na+], [Na+]. Starting materials: C=C1CC(=O)O1 (Diketene), NCCN1CCC(CC1)(C1=CC=CC=C1)C1=CC=CC=C1 (1-(2-aminoethyl)-4,4-diphenylpiperidine). Solvent: C1CCOC1 (THF). Reaction conditions: time 1 hour. Yields the product C1(=CC=CC=C1)C1(CCN(CC1)CCNC(CC(=O)C)=O)C1=CC=CC=C1 (N-(2-(4,4-Diphenylpiperidin-1-yl)ethyl)acetoacetamide). Isolated yield 87.9%. RXN SMILES: [CH2:1]=[C:2]1[O:6][C:4](=[O:5])[CH2:3]1.[NH2:7][CH2:8][CH2:9][N:10]1[CH2:15][CH2:14][C:13]([C:22]2[CH:27]=[CH:26][CH:25]=[CH:24][CH:23]=2)([C:16]2[CH:21]=[CH:20][CH:19]=[CH:18][CH:17]=2)[CH2:12][CH2:11]1>C1COCC1>[C:16]1([C:13]2([C:22]3[CH:27]=[CH:26][CH:25]=[CH:24][CH:23]=3)[CH2:12][CH2:11][N:10]([CH2:9][CH2:8][NH:7][C:4](=[O:5])[CH2:3][C:2]([CH3:1])=[O:6])[CH2:15][CH2:14]2)[CH:17]=[CH:18][CH:19]=[CH:20][CH:21]=1. Procedure details: Diketene (1.50 mL, 19.2 mmol, 1.50 equiv) was added at 0° C. to a stirred solution of 1-(2-aminoethyl)-4,4-diphenylpiperidine (3.60 g, 12.8 mmol, 1.00 equiv) in anhydrous THF (40 mL) under argon, and stirring was continued at room temperature for 1 hour. The mixture was concentrated to give 4.10 g (88%) of white solid, which was characterized spectroscopically and used for the next reaction without purification.